This data is from the Open Reaction Database (ORD), a public repository of structured organic reaction records. The task is: describe an organic reaction: reactants, conditions, products, and yield Reactants: C(CC)OC(NC1=C(C=C(C=C1)[N+](=O)[O-])Br)=O ((2-Bromo-4-nitrophenyl)-carbamic acid propyl ester), C([O-])(O)=O.[Na+] (sodium bicarbonate). The reagents and catalysts are [Fe] (iron). Solvent: C(C)O (ethanol), Cl (hydrochloric acid). The product is C(CC)OC(NC1=C(C=C(C=C1)N)Br)=O ((4-Amino-2-bromophenyl)-carbamic acid propyl ester). Isolated yield 84.9%. Reaction SMILES: [CH2:1]([O:4][C:5](=[O:17])[NH:6][C:7]1[CH:12]=[CH:11][C:10]([N+:13]([O-])=O)=[CH:9][C:8]=1[Br:16])[CH2:2][CH3:3].C(=O)(O)[O-].[Na+]>C(O)C.Cl.[Fe]>[CH2:1]([O:4][C:5](=[O:17])[NH:6][C:7]1[CH:12]=[CH:11][C:10]([NH2:13])=[CH:9][C:8]=1[Br:16])[CH2:2][CH3:3] |f:1.2|. Procedure: A suspension of iron powder (20 g, excess) and (2-Bromo-4-nitrophenyl)-carbamic acid propyl ester (2.183 g, 7.20 mmol) in ethanol (80 mL) and 6 M aqueous hydrochloric acid (20 mL) was sonicated at room temperature for 10 minutes. The mixture was slowly poured into saturated aqueous sodium bicarbonate (NaHCO3) solution, filtered and extracted with ethyl acetate. The combined organic solution was washed 3 times with saturated aqueous NaHCO3, dried over sodium sulfate (Na2SO4) and evaporated in vac... The reactants are Cl.NCC(C1=CC(=CC=C1)C(F)(F)F)NC(CN1N=C(N(C1=O)C[C@@H](C(F)(F)F)O)C1=CC=C(C=C1)Cl)=O (N-{2-Amino-1-[3-(trifluoromethyl)phenyl]ethyl}-2-{3-(4-chlorophenyl)-5-oxo-4-[(2S)-3,3,3-trifluoro-2-hydroxypropyl]-4,5-dihydro-1H-1,2,4-triazol-1-yl}acetamide hydrochloride), [O-]C#N.[K+] (potassium cyanate). The solvent is CO.O (methanol water). Reaction conditions: temperature 40 celsius. The product is C(N)(=O)NCC(C1=CC(=CC=C1)C(F)(F)F)NC(CN1N=C(N(C1=O)C[C@@H](C(F)(F)F)O)C1=CC=C(C=C1)Cl)=O (N-{2-(Carbamoylamino)-1-[3-(trifluoromethyl)phenyl]ethyl}-2-{3-(4-chlorophenyl)-5-oxo-4-[(2S)-3,3,3-trifluoro-2-hydroxypropyl]-4,5-dihydro-1H-1,2,4-triazol-1-yl}acetamide). Reaction SMILES: Cl.[NH2:2][CH2:3][CH:4]([NH:15][C:16](=[O:38])[CH2:17][N:18]1[C:22](=[O:23])[N:21]([CH2:24][C@H:25]([OH:30])[C:26]([F:29])([F:28])[F:27])[C:20]([C:31]2[CH:36]=[CH:35][C:34]([Cl:37])=[CH:33][CH:32]=2)=[N:19]1)[C:5]1[CH:10]=[CH:9][CH:8]=[C:7]([C:11]([F:14])([F:13])[F:12])[CH:6]=1.[O-:39][C:40]#[N:41].[K+]>CO.O>[C:40]([NH:2][CH2:3][CH:4]([NH:15][C:16](=[O:38])[CH2:17][N:18]1[C:22](=[O:23])[N:21]([CH2:24][C@H:25]([OH:30])[C:26]([F:29])([F:27])[F:28])[C:20]([C:31]2[CH:36]=[CH:35][C:34]([Cl:37])=[CH:33][CH:32]=2)=[N:19]1)[C:5]1[CH:10]=[CH:9][CH:8]=[C:7]([C:11]([F:12])([F:14])[F:13])[CH:6]=1)(=[O:39])[NH2:41] |f:0.1,2.3,4.5|. Procedure: Of the compound from Example 11, 266 mg (0.45 mmol) were introduced in 6 ml of methanol/water 1:1 and admixed with potassium cyanate (110 mg, 1.36 mmol) at RT. The mixture was heated at 40° C. for 90 min. Following complete reaction, the mixture was cooled to RT and purified completely by preparative HPLC (Method 10). Drying in an HV gave 232 mg (84% of theory) of the title compound. The reactants are C1CCOC1, CCOc1nc(C(=O)OC)c(-n2c(C)ccc2C)cc1C(F)(F)F, [Na+], [OH-]. Yields the product CCOc1nc(C(=O)O)c(-n2c(C)ccc2C)cc1C(F)(F)F. Reaction SMILES: [CH2:27]1[O:28][CH2:29][CH2:30][CH2:31]1.[CH3:1][c:2]1[n:3](-[c:8]2[c:9]([C:21](=[O:22])[O:23][CH3:24])[n:10][c:11]([O:18][CH2:19][CH3:20])[c:12]([C:14]([F:15])([F:16])[F:17])[cH:13]2)[c:4]([CH3:7])[cH:5][cH:6]1.[Na+:26].[OH-:25]>>[CH3:1][c:2]1[n:3](-[c:8]2[c:9]([C:21](=[O:22])[OH:23])[n:10][c:11]([O:18][CH2:19][CH3:20])[c:12]([C:14]([F:15])([F:16])[F:17])[cH:13]2)[c:4]([CH3:7])[cH:5][cH:6]1. The reactants are Cc1nc(S(C)=O)nc2c1cc(Br)c(=O)n2C(C)C, C1COCCO1, CN. Product: CNc1nc(C)c2cc(Br)c(=O)n(C(C)C)c2n1. As a reaction SMILES: [Br:1][c:2]1[cH:3][c:4]2[c:5]([n:6][c:7]([S:11]([CH3:12])=[O:13])[n:8][c:9]2[CH3:10])[n:14]([CH:17]([CH3:18])[CH3:19])[c:15]1=[O:16].[CH2:22]1[O:23][CH2:24][CH2:25][O:26][CH2:27]1.[CH3:20][NH2:21]>>[Br:1][c:2]1[cH:3][c:4]2[c:5]([n:6][c:7]([NH:21][CH3:20])[n:8][c:9]2[CH3:10])[n:14]([CH:17]([CH3:18])[CH3:19])[c:15]1=[O:16]. Reactants: C1=CCCCC1, CCO, COc1c(Cl)cc([N+](=O)[O-])c(OC)c1[N+](=O)[O-]. Yields the product COc1c(N)cc(Cl)c(OC)c1[N+](=O)[O-]. RXN SMILES: [CH2:18]1[CH2:19][CH:20]=[CH:21][CH2:22][CH2:23]1.[CH3:24][CH2:25][OH:26].[N+:1](=[O:2])([O-:3])[c:4]1[c:5]([O:16][CH3:17])[c:6]([Cl:15])[cH:7][c:8]([N+:12]([O-:13])=[O:14])[c:9]1[O:10][CH3:11]>>[N+:1](=[O:2])([O-:3])[c:4]1[c:5]([O:16][CH3:17])[c:6]([Cl:15])[cH:7][c:8]([NH2:12])[c:9]1[O:10][CH3:11].